From a dataset of the Open Reaction Database (ORD), a public repository of structured organic reaction records. describe an organic reaction: reactants, conditions, products, and yield Reactants: C(C)N1CC2=C(NC=3C=CC=CC23)CC1 (2-Ethyl-2,3,4,5-tetrahydro-1H-pyrido[4,3-b]indole), CC1=CC=C(C2CO2)C=C1 (4-methylstyrene oxide), [H-].[Na+] (NaH). Solvent: CN(C)C=O (DMF). Yields the product C(C)N1CC2=C(N(C=3C=CC=CC23)CC(O)C2=CC=C(C=C2)C)CC1 (racemic-2-(2-ethyl-1,2,3,4-tetrahydropyrido[4,3-b]indol-5-yl)-1-p-tolylethanol). As a reaction SMILES: [CH2:1]([N:3]1[CH2:15][CH2:14][C:6]2[NH:7][C:8]3[CH:9]=[CH:10][CH:11]=[CH:12][C:13]=3[C:5]=2[CH2:4]1)[CH3:2].[CH3:16][C:17]1[CH:25]=[CH:24][C:20]([CH:21]2[O:23][CH2:22]2)=[CH:19][CH:18]=1.[H-].[Na+]>CN(C=O)C>[CH2:1]([N:3]1[CH2:15][CH2:14][C:6]2[N:7]([CH2:22][CH:21]([C:20]3[CH:24]=[CH:25][C:17]([CH3:16])=[CH:18][CH:19]=3)[OH:23])[C:8]3[CH:9]=[CH:10][CH:11]=[CH:12][C:13]=3[C:5]=2[CH2:4]1)[CH3:2] |f:2.3|. Reported procedure: 2-Ethyl-2,3,4,5-tetrahydro-1H-pyrido[4,3-b]indole (400 mg, 2.0 mmol), 4-methylstyrene oxide (2.01 g, 15 mmol) and NaH (240 mg, 6 mmol) were heated in DMF (6 mL) at 120° C. for 16 h to obtain 120 mg of racemic-2-(2-ethyl-1,2,3,4-tetrahydropyrido[4,3-b]indol-5-yl)-1-p-tolyethanol as a TFA salt after purification by reverse-phase chromatography (C-18, 500 mm×50 mm, Mobile Phase A=0.05% TFA in water, B=0.05% TFA in acetonitrile, Gradient: 10% B to 80% B in 30 min., injection vol. 5 mL). 1H NMR (CDCl... Reaction SMILES: [Al+3:25].[CH2:1]([c:2]1[cH:3][cH:4][cH:5][cH:6][cH:7]1)[O:8][c:9]1[n:10][n:11](-[c:18]2[cH:19][cH:20][cH:21][cH:22][cH:23]2)[c:12]([C:14](=[O:15])[O:16][CH3:17])[cH:13]1.[H-:24].[H-:27].[H-:28].[H-:29].[Li+:26].[Na+:45].[Na+:46].[O:47]1[CH2:48][CH2:49][CH2:50][CH2:51]1.[OH2:30].[OH2:31].[OH2:32].[OH2:33].[OH2:34].[OH2:35].[OH2:36].[OH2:37].[OH2:38].[OH2:39].[S:40]([O-:41])([O-:42])(=[O:43])=[O:44]>>[CH2:1]([c:2]1[cH:3][cH:4][cH:5][cH:6][cH:7]1)[O:8][c:9]1[n:10][n:11](-[c:18]2[cH:19][cH:20][cH:21][cH:22][cH:23]2)[c:12]([CH2:14][OH:15])[cH:13]1. Yields the product OCc1cc(OCc2ccccc2)nn1-c1ccccc1. Reactants: [Al+3], COC(=O)c1cc(OCc2ccccc2)nn1-c1ccccc1, [H-], [H-], [H-], [H-], [Li+], [Na+], [Na+], C1CCOC1, O, O, O, O, O, O, O, O, O, O, O=S(=O)([O-])[O-]. Reported procedure: Following General Procedure L for reductive amination, 9-methyl-2-(2-methyl-1H-benzo[d]imidazol-1-yl)-6-morpholino-9H-purine-8-carbaldehyde and 2-(1H-pyrazol-1-yl)ethanamine were reacted to give 431. [M+H]+ 473.3 The reactants are CN1C2=NC(=NC(=C2N=C1C=O)N1CCOCC1)N1C(=NC2=C1C=CC=C2)C (9-methyl-2-(2-methyl-1H-benzo[d]imidazol-1-yl)-6-morpholino-9H-purine-8-carbaldehyde), N1(N=CC=C1)CCN (2-(1H-pyrazol-1-yl)ethanamine). Reaction SMILES: [CH3:1][N:2]1[C:10]([CH:11]=O)=[N:9][C:8]2[C:3]1=[N:4][C:5]([N:19]1[C:23]3[CH:24]=[CH:25][CH:26]=[CH:27][C:22]=3[N:21]=[C:20]1[CH3:28])=[N:6][C:7]=2[N:13]1[CH2:18][CH2:17][O:16][CH2:15][CH2:14]1.[N:29]1([CH2:34][CH2:35][NH2:36])[CH:33]=[CH:32][CH:31]=[N:30]1>>[CH3:1][N:2]1[C:10]([CH2:11][NH:36][CH2:35][CH2:34][N:29]2[CH:33]=[CH:32][CH:31]=[N:30]2)=[N:9][C:8]2[C:3]1=[N:4][C:5]([N:19]1[C:23]3[CH:24]=[CH:25][CH:26]=[CH:27][C:22]=3[N:21]=[C:20]1[CH3:28])=[N:6][C:7]=2[N:13]1[CH2:14][CH2:15][O:16][CH2:17][CH2:18]1. The product is CN1C2=NC(=NC(=C2N=C1CNCCN1N=CC=C1)N1CCOCC1)N1C(=NC2=C1C=CC=C2)C (N-((9-methyl-2-(2-methyl-1H-benzo[d]imidazol-1-yl)-6-morpholino-9H-purin-8-yl)methyl)-2-(1H-pyrazol-1-yl)ethanamine). The reactants are [Cl-].[NH4+] (ammonium chloride), [Mg] (magnesium), C(CCCC)[C@@H]1CC[C@H](CC1)CCCCC1CCC(CC1)=O (4-(4-(trans-4-pentylcyclohexyl)butyl)cyclohexanone), FC=1C=C(C=C(C1)F)Br (3,5-difluoro-1-bromobenzene). The solvent is C1CCOC1 (THF), C1CCOC1 (THF), C1CCOC1 (THF). Conditions: temperature 50 celsius, time 1 hour. The product is FC1=CC(=CC(=C1)C1=CCC(CC1)CCCC[C@@H]1CC[C@H](CC1)CCCCC)F (1,3-difluoro-5-(4-(4-(trans-4-pentylcyclohexyl)butyl)cyclohexene-1-yl)benzene). As a reaction SMILES: [Mg].[F:2][C:3]1[CH:4]=[C:5](Br)[CH:6]=[C:7]([F:9])[CH:8]=1.[CH2:11]([C@H:16]1[CH2:21][CH2:20][C@H:19]([CH2:22][CH2:23][CH2:24][CH2:25][CH:26]2[CH2:31][CH2:30][C:29](=O)[CH2:28][CH2:27]2)[CH2:18][CH2:17]1)[CH2:12][CH2:13][CH2:14][CH3:15].[Cl-].[NH4+]>C1COCC1>[F:2][C:3]1[CH:4]=[C:5]([C:29]2[CH2:30][CH2:31][CH:26]([CH2:25][CH2:24][CH2:23][CH2:22][C@H:19]3[CH2:18][CH2:17][C@H:16]([CH2:11][CH2:12][CH2:13][CH2:14][CH3:15])[CH2:21][CH2:20]3)[CH2:27][CH:28]=2)[CH:6]=[C:7]([F:9])[CH:8]=1 |f:3.4|. Procedure: Under a nitrogen gas stream, 3.13 g (129 mmol) of magnesium was added to 50 ml of THF, and while a reaction temperature was maintained at about 50° C., 300 ml of THF containing 22.7 g (118 mmol) of 3,5-difluoro-1-bromobenzene was added dropwise. After stirring for 1 hour at room temperature, 300 ml of THF containing 30.0 g (97.9 mmol) of 4-(4-(trans-4-pentylcyclohexyl)butyl)cyclohexanone was added dropwise. Next, after stirring at 50 to 60° C. for 2 hours, 200 ml of an aqueous saturated ammonium... Reactants: BrC1=CC=C(C=C1)C=1NC=CN1 (2-(4-bromophenyl)-1H-imidazole), CC1=C(C=C(C(=O)NC2=CC(=CC=C2)N2CCOCC2)C=C1)B1OC(C(O1)(C)C)(C)C (4-methyl-N-[3-(4-morpholinyl)phenyl]-3-(4,4,5,5-tetramethyl-[1,3,2]dioxaborolan-2-yl)benzamide), CC1=C(C=C(C(=O)NC2=CC(=CC=C2)N2CCOCC2)C=C1)B1OC(C(O1)(C)C)(C)C (4-methyl-N-[3-(4-morpholinyl)phenyl]-3-(4,4,5,5-tetramethyl-[1,3,2]dioxaborolan-2-yl)benzamide). The product is N1C(=NC=C1)C1=CC=C(C=C1)C1=CC(=CC=C1C)C(=O)NC1=CC(=CC=C1)N1CCOCC1 (4′-(1H-Imidazol-2-yl)-6-methyl-N-[3-(4-morpholinyl)phenyl][1,1′-biphenyl]-3-carboxamide). Reaction SMILES: Br[C:2]1[CH:7]=[CH:6][C:5]([C:8]2[NH:9][CH:10]=[CH:11][N:12]=2)=[CH:4][CH:3]=1.[CH3:13][C:14]1[CH:34]=[CH:33][C:17]([C:18]([NH:20][C:21]2[CH:26]=[CH:25][CH:24]=[C:23]([N:27]3[CH2:32][CH2:31][O:30][CH2:29][CH2:28]3)[CH:22]=2)=[O:19])=[CH:16][C:15]=1B1OC(C)(C)C(C)(C)O1>>[NH:12]1[CH:11]=[CH:10][N:9]=[C:8]1[C:5]1[CH:6]=[CH:7][C:2]([C:15]2[C:14]([CH3:13])=[CH:34][CH:33]=[C:17]([C:18]([NH:20][C:21]3[CH:26]=[CH:25][CH:24]=[C:23]([N:27]4[CH2:32][CH2:31][O:30][CH2:29][CH2:28]4)[CH:22]=3)=[O:19])[CH:16]=2)=[CH:3][CH:4]=1. Procedure: Example 4 was prepared using 2-(4-bromophenyl)-1H-imidazole and 4-methyl-N-[3-(4-morpholinyl)phenyl]-3-(4,4,5,5-tetramethyl-1,3,2-dioxaborolan-2-yl)benzamide (Intermediate 5). Reactants: C(\C=C(/C)\CCC=C(C)C)OC1=C(C(=O)O)C=CC=C1OC (2-geranyloxy-3-methoxybenzoic acid), NCC1N(CCC1)CC (2-aminomethyl-1-ethylpyrrolidine). Product: C(C)N1C(CCC1)CNC(C1=C(C(=CC=C1)OC)OC\C=C(/C)\CCC=C(C)C)=O (1-ethyl-2-(2-geranyloxy-3-methoxybenzoylaminomethyl)pyrrolidine). Yield: 89.0%. RXN SMILES: [CH2:1]([O:11][C:12]1[C:20]([O:21][CH3:22])=[CH:19][CH:18]=[CH:17][C:13]=1[C:14]([OH:16])=O)/[CH:2]=[C:3](/[CH2:5][CH2:6][CH:7]=[C:8]([CH3:10])[CH3:9])\[CH3:4].[NH2:23][CH2:24][CH:25]1[CH2:29][CH2:28][CH2:27][N:26]1[CH2:30][CH3:31]>>[CH2:30]([N:26]1[CH2:27][CH2:28][CH2:29][CH:25]1[CH2:24][NH:23][C:14](=[O:16])[C:13]1[CH:17]=[CH:18][CH:19]=[C:20]([O:21][CH3:22])[C:12]=1[O:11][CH2:1]/[CH:2]=[C:3](/[CH2:5][CH2:6][CH:7]=[C:8]([CH3:9])[CH3:10])\[CH3:4])[CH3:31]. Procedure details: In a manner identical to Example 15, 2-geranyloxy-3-methoxybenzoic acid (1.52 g) was subjected to a condensation reaction with 2-aminomethyl-1-ethylpyrrolidine (0.7 ml), thereby yielding 1.84 g (89%) of the aimed compound. 1H-NMR (CDC3)δ: 8.38(1H, bs), 7.70(1H, dd, J=2.0 Hz, 7.8 Hz ), 7.12(11, dt, J=2.0 Hz, 7.8 Hz ), 7.00(7H, d, J=8.3 Hz), 5.53(1H, t, J=7.3 Hz), 5.07-5.02(1H, m,), 4.64(1H, d, J=7.3 Hz), 3.91(3H, s), 3.28-3.13(1H, m), 2.95-2.81(1H, m), 2.16-2.54(1H, m), 2.33-2.22(1H, m), 2.20-2.0... The reactants are CN1CCOCC1, COc1cc(OC)cc(N2CCNCC2)c1, CN(C)C=O, O=C(O)c1ccncc1. Product: COc1cc(OC)cc(N2CCN(C(=O)c3ccncc3)CC2)c1. RXN SMILES: [CH3:10][N:11]1[CH2:12][CH2:13][O:14][CH2:15][CH2:16]1.[CH3:17][O:18][c:19]1[cH:20][c:21]([N:27]2[CH2:28][CH2:29][NH:30][CH2:31][CH2:32]2)[cH:22][c:23]([O:25][CH3:26])[cH:24]1.[O:33]=[CH:34][N:35]([CH3:36])[CH3:37].[OH:1][C:2](=[O:3])[c:4]1[cH:5][cH:6][n:7][cH:8][cH:9]1>>[C:2](=[O:3])([c:4]1[cH:5][cH:6][n:7][cH:8][cH:9]1)[N:30]1[CH2:29][CH2:28][N:27]([c:21]2[cH:20][c:19]([O:18][CH3:17])[cH:24][c:23]([O:25][CH3:26])[cH:22]2)[CH2:32][CH2:31]1.